From a dataset of the Open Reaction Database (ORD), a public repository of structured organic reaction records. describe an organic reaction: reactants, conditions, products, and yield Reactants: solid, C(C1=CC=CC=C1)OC=1C=C2C(=CNC2=CC1)C=O (5-benzyloxyindole-3-carboxaldehyde), C(C)(=O)C1=CC=NC=C1 (4-Acetyl-pyridine), N1CCCCC1 (piperidine), C(C)(=O)OCC (ethyl acetate). Solvent: CO (methanol), hexanes. Product: C1(=CC=CC=C1)COC=1C=C2C(=CNC2=CC1)/C=C/C(=O)C1=CC=NC=C1 (trans-3-(5-phenylmethoxy-1H-indol-3-yl)-1-(4-pyridinyl)-2-propen-1-one). RXN SMILES: [CH2:1]([O:8][C:9]1[CH:10]=[C:11]2[C:15](=[CH:16][CH:17]=1)[NH:14][CH:13]=[C:12]2[CH:18]=O)[C:2]1[CH:7]=[CH:6][CH:5]=[CH:4][CH:3]=1.[C:20]([C:23]1[CH:28]=[CH:27][N:26]=[CH:25][CH:24]=1)(=[O:22])[CH3:21].N1CCCCC1.C(OCC)(=O)C>CO>[C:2]1([CH2:1][O:8][C:9]2[CH:10]=[C:11]3[C:15](=[CH:16][CH:17]=2)[NH:14][CH:13]=[C:12]3/[CH:18]=[CH:21]/[C:20]([C:23]2[CH:28]=[CH:27][N:26]=[CH:25][CH:24]=2)=[O:22])[CH:3]=[CH:4][CH:5]=[CH:6][CH:7]=1. Procedure: In a dried, 25 mL round bottom flask under argon, 5-benzyloxyindole-3-carboxaldehyde (100 mg, 0.40 mmol) was dissolved in anhydrous methanol (3 mL). 4-Acetyl-pyridine (75 μL, 0.68 mmol) and piperidine (20 μL, 0.2 mmol) were added. The reaction was stirred under reflux, during which a crude yellow solid precipitated. The solid was filtered, rinsed with cold methanol and dried under vacuum. This crude product (107 mg) was purified from residual aldehyde by column chromatography in ethyl acetate:he...